This data is from the Open Reaction Database (ORD), a public repository of structured organic reaction records. The task is: describe an organic reaction: reactants, conditions, products, and yield Reactants: C1=CC=CC=2C3=CC=CC=C3C(C12)CCC1OCCO1 (2-(9-fluorenyl) ethyl-1,3-dioxolane). Solvent: CC(=O)C (acetone), CC(=O)C.OS(=O)(=O)O.O=[Cr](=O)=O (Jones' reagent). Product: C1=CC=CC=2C3=CC=CC=C3C(C12)CCC(=O)O (3-(9-Fluorenyl)propionic acid). Reaction SMILES: [CH:1]1[C:13]2[CH:12]([CH2:14][CH2:15][CH:16]3[O:20]CC[O:17]3)[C:11]3[C:6](=[CH:7][CH:8]=[CH:9][CH:10]=3)[C:5]=2[CH:4]=[CH:3][CH:2]=1>CC(C)=O.CC(C)=O.OS(O)(=O)=O.O=[Cr](=O)=O>[CH:1]1[C:13]2[CH:12]([CH2:14][CH2:15][C:16]([OH:20])=[O:17])[C:11]3[C:6](=[CH:7][CH:8]=[CH:9][CH:10]=3)[C:5]=2[CH:4]=[CH:3][CH:2]=1 |f:2.3.4|. Reported procedure: 3-(9-Fluorenyl)propionic acid was prepared from 2-(9-fluorenyl) ethyl-1,3-dioxolane (50.0 g, 187 mmol) which was dissolved in 20 ml of acetone and 450 ml of Jones' reagent (64 g chromic acid and 64 ml of sulfuric acid in 400 ml of water). After the reaction was complete, the acetone was evaporated, the residue taken into ethyl acetate, washed with water, and organic layer extracted with 1N sodium hydroxide which was acidified with 10% HCl to yield a tan precipitate. FTIR 1954, 1913, 1707, 1429, ... Starting materials: C(C)NC(=O)NC1=CC=C(C=C1)C=1N=C(C2=C(N1)CNCC2)N2[C@H](COCC2)C ((S)-1-ethyl-3-(4-(4-(3-methylmorpholino)-5,6,7,8-tetrahydropyrido[3,4-d]pyrimidin-2 yl)phenyl)urea), ClC(=O)OCC (ethyl chloroformate). Product: C(C)NC(NC1=CC=C(C=C1)C=1N=C(C2=C(N1)CN(CC2)C(=O)OCC)N2[C@H](COCC2)C)=O ((S)-ethyl 2-(4-(3-ethylureido)phenyl)-4-(3-methylmorpholino)-5,6-dihydropyrido[3,4-d]pyrimidine-7(8H)-carboxylate). As a reaction SMILES: [CH2:1]([NH:3][C:4]([NH:6][C:7]1[CH:12]=[CH:11][C:10]([C:13]2[N:14]=[C:15]([N:23]3[CH2:28][CH2:27][O:26][CH2:25][C@@H:24]3[CH3:29])[C:16]3[CH2:22][CH2:21][NH:20][CH2:19][C:17]=3[N:18]=2)=[CH:9][CH:8]=1)=[O:5])[CH3:2].Cl[C:31]([O:33][CH2:34][CH3:35])=[O:32]>>[CH2:1]([NH:3][C:4](=[O:5])[NH:6][C:7]1[CH:8]=[CH:9][C:10]([C:13]2[N:14]=[C:15]([N:23]3[CH2:28][CH2:27][O:26][CH2:25][C@@H:24]3[CH3:29])[C:16]3[CH2:22][CH2:21][N:20]([C:31]([O:33][CH2:34][CH3:35])=[O:32])[CH2:19][C:17]=3[N:18]=2)=[CH:11][CH:12]=1)[CH3:2]. Procedure: Method as example 34 using (S)-1-ethyl-3-(4-(4-(3-methylmorpholino)-5,6,7,8-tetrahydropyrido[3,4-d]pyrimidin-2 yl)phenyl)urea (example 13) and ethyl chloroformate as starting materials. The reactants are HCl-salt, ClC=1N=CC(=NC1)C(=O)N1CC2=C(CC1)NC(=N2)C2=NNC1=CC(=CC=C21)C2=C(C=C(C(=C2)F)O)CC ((5-chloropyrazin-2-yl)(2-(6-(2-ethyl-5-fluoro-4-hydroxyphenyl)-1H-indazol-3-yl)-6,7-dihydro-1H-imidazo[4,5-c]pyridin-5(4H)-yl)methanone), C(C)(C)(C)OC(=O)N1[C@H](CNCC1)C ((S)-2-methyl-piperazine-1-carboxylic acid tert-butyl ester). The product is C(C)C1=C(C=C(C(=C1)O)F)C1=CC=C2C(=NNC2=C1)C=1NC2=C(CN(CC2)C(=O)C=2N=CC(=NC2)N2C[C@@H](NCC2)C)N1 ({2-[6-(2-Ethyl-5-fluoro-4-hydroxy-phenyl)-1H-indazol-3-yl]-1,4,6,7-tetrahydro-imidazo[4,5-c]pyridin-5-yl}-((S)-3-methyl-3,4,5,6-tetrahydro-2H-[1,2′]bipyrazinyl-5′-yl)-methanone). Yield: 25.8%. Reaction SMILES: Cl[C:2]1[N:3]=[CH:4][C:5]([C:8]([N:10]2[CH2:15][CH2:14][C:13]3[NH:16][C:17]([C:19]4[C:27]5[C:22](=[CH:23][C:24]([C:28]6[CH:33]=[C:32]([F:34])[C:31]([OH:35])=[CH:30][C:29]=6[CH2:36][CH3:37])=[CH:25][CH:26]=5)[NH:21][N:20]=4)=[N:18][C:12]=3[CH2:11]2)=[O:9])=[N:6][CH:7]=1.C(OC([N:45]1[CH2:50][CH2:49][NH:48][CH2:47][C@@H:46]1[CH3:51])=O)(C)(C)C>>[CH2:36]([C:29]1[CH:30]=[C:31]([OH:35])[C:32]([F:34])=[CH:33][C:28]=1[C:24]1[CH:23]=[C:22]2[C:27]([C:19]([C:17]3[NH:16][C:13]4[CH2:14][CH2:15][N:10]([C:8]([C:5]5[N:6]=[CH:7][C:2]([N:48]6[CH2:49][CH2:50][NH:45][C@@H:46]([CH3:51])[CH2:47]6)=[N:3][CH:4]=5)=[O:9])[CH2:11][C:12]=4[N:18]=3)=[N:20][NH:21]2)=[CH:26][CH:25]=1)[CH3:37]. Procedure: The title compound was prepared from (5-chloropyrazin-2-yl)(2-(6-(2-ethyl-5-fluoro-4-hydroxyphenyl)-1H-indazol-3-yl)-6,7-dihydro-1H-imidazo[4,5-c]pyridin-5(4H)-yl)methanone (200 mg, 386 μmol) and (S)-2-methyl-piperazine-1-carboxylic acid tert-butyl ester (155 mg, 773 μmol) using the method from Example 61. After purification by HPLC Method E and deprotection using HCl/dioxan, the title compound (58 mg, 25% yield over two steps) was obtained as off-white solid (HCl-salt). Reactants: O1CCOC12CCC(CC2)=O (1,4-dioxaspiro[4,5]decan-8-one), [C-]#N.[K+] (potassium cyanide), Cl (hydrochloric acid), N1CCC1 (azetidine). The solvent is O (water), CO (methanol), O (water). Run at time 5 day. The product is N1(CCC1)C1(CCC2(OCCO2)CC1)C#N (8-Azetidin-1-yl-1,4-dioxaspiro[4.5]decane-8-carbonitrile). Reaction SMILES: [O:1]1[C:5]2([CH2:10][CH2:9][C:8](=O)[CH2:7][CH2:6]2)[O:4][CH2:3][CH2:2]1.[C-:12]#[N:13].[K+].Cl.[NH:16]1[CH2:19][CH2:18][CH2:17]1>O.CO>[N:16]1([C:8]2([C:12]#[N:13])[CH2:9][CH2:10][C:5]3([O:4][CH2:3][CH2:2][O:1]3)[CH2:6][CH2:7]2)[CH2:19][CH2:18][CH2:17]1 |f:1.2|. Procedure: First 1,4-dioxaspiro[4,5]decan-8-one (4.84 g, 31 mmol) and thereafter potassium cyanide (4.85 g, 74.4 mmol) in water (15 ml) was added to a mixture of 4N hydrochloric acid (8.1 ml), methanol (4.9 ml) and azetidine (8.5 g, 10 ml, 149 mmol), while cooling with ice. The mixture was stirred at room temperature for 5 d, water (50 ml) was then added and the mixture was extracted with diethyl ether (3×50 ml). The combined organic phases were dried with sodium sulfate and concentrated i. vac.; yield: 6....